Dataset: the Open Reaction Database (ORD), a public repository of structured organic reaction records. Task: describe an organic reaction: reactants, conditions, products, and yield The reactants are C1CCOC1, CC(N)=O, CC(c1ccc(-c2ccc(=O)n(C)c2)cc1)N1CCC(CC(C)(C)C#N)(c2ccccc2)OC1=O, O, Cl[Pd]Cl. Yields the product CC(c1ccc(-c2ccc(=O)n(C)c2)cc1)N1CCC(CC(C)(C)C(N)=O)(c2ccccc2)OC1=O. Reaction SMILES: [CH2:1]1[CH2:4][CH2:3][CH2:2][O:5]1.[CH3:41][C:42](=[O:43])[NH2:44].[CH3:6][C:7]([C:8]#[N:9])([CH2:10][C:11]1([c:34]2[cH:35][cH:36][cH:37][cH:38][cH:39]2)[CH2:12][CH2:13][N:14]([CH:18]([CH3:19])[c:20]2[cH:21][cH:22][c:23](-[c:26]3[cH:27][n:28]([CH3:33])[c:29](=[O:32])[cH:30][cH:31]3)[cH:24][cH:25]2)[C:15](=[O:17])[O:16]1)[CH3:40].[OH2:48].[Pd:45]([Cl:46])[Cl:47]>>[O:5]=[C:8]([C:7]([CH3:6])([CH2:10][C:11]1([c:34]2[cH:35][cH:36][cH:37][cH:38][cH:39]2)[CH2:12][CH2:13][N:14]([CH:18]([CH3:19])[c:20]2[cH:21][cH:22][c:23](-[c:26]3[cH:27][n:28]([CH3:33])[c:29](=[O:32])[cH:30][cH:31]3)[cH:24][cH:25]2)[C:15](=[O:17])[O:16]1)[CH3:40])[NH2:9]. The reactants are NC=1C2=C(N=CN1)N(C=C2C2=CC=C(C=C2)I)C(C)(C)C (4-amino-5-(4-iodophenyl)-7-(tert-butyl)pyrrolo[2,3-d]pyrimidine), C([O-])([O-])=O.[K+].[K+] (potassium carbonate), CN(C(C)=O)C1=CC=C(C=C1)O (N-methyl-(4-acetamido)phenol), OC=1C=CC=C2C=CC=NC12 (8-hydroxyquinoline). Reagents/catalysts: [Cu]Cl (copper (I) chloride). Run in CC(=O)N(C)C (dimethylacetamide). Product: NC=1C2=C(N=CN1)N(C=C2C2=CC=C(OC1=CC=C(C=C1)N(C(C)=O)C)C=C2)C(C)(C)C (N-{4-[4-(4-amino-7-tert-butylpyrrolo[2,3-d]-pyrimidin-5-yl)phenoxy]phenyl}-N-methylacetamide). Reaction SMILES: [NH2:1][C:2]1[C:3]2[C:10]([C:11]3[CH:16]=[CH:15][C:14](I)=[CH:13][CH:12]=3)=[CH:9][N:8]([C:18]([CH3:21])([CH3:20])[CH3:19])[C:4]=2[N:5]=[CH:6][N:7]=1.C(=O)([O-])[O-].[K+].[K+].[CH3:28][N:29]([C:33]1[CH:38]=[CH:37][C:36]([OH:39])=[CH:35][CH:34]=1)[C:30](=[O:32])[CH3:31].OC1C=CC=C2C=1N=CC=C2>[Cu]Cl.CC(N(C)C)=O>[NH2:1][C:2]1[C:3]2[C:10]([C:11]3[CH:16]=[CH:15][C:14]([O:39][C:36]4[CH:35]=[CH:34][C:33]([N:29]([CH3:28])[C:30](=[O:32])[CH3:31])=[CH:38][CH:37]=4)=[CH:13][CH:12]=3)=[CH:9][N:8]([C:18]([CH3:21])([CH3:20])[CH3:19])[C:4]=2[N:5]=[CH:6][N:7]=1 |f:1.2.3|. Procedure: In a similar manner to Example 9, a mixture of 4-amino-5-(4-iodophenyl)-7-(tert-butyl)pyrrolo[2,3-d]pyrimidine (100 mg), potassium carbonate (104 mg), N-methyl-(4-acetamido)phenol (120 mg), 8-hydroxyquinoline (8 mg), copper (I) chloride (5 mg) and dimethylacetamide (8 ml) gave N-{4-[4-(4-amino-7-tert-butylpyrrolo[2,3-d]-pyrimidin-5-yl)phenoxy]phenyl}-N-methylacetamide. This structure was confirmed by 1H nmr. Reactants: C(C)#N (acetonitrile), O1[C@@H]2[C@H]1CC1=CC=CC=C21 (cis-(±)-1,2-epoxyindan), S(O)(O)(=O)=O (sulfuric acid), C(C)#N (acetonitrile), O (water). Reaction conditions: temperature -16 celsius, time 10 minute. Product: N[C@H]1[C@H](CC2=CC=CC=C12)O (cis-(±)-1-aminoindan-2-ol). Isolated yield 59.3%. Reaction SMILES: [O:1]1[C@@H:3]2[CH2:4][C:5]3[C:10]([C@H:2]12)=[CH:9][CH:8]=[CH:7][CH:6]=3.S(=O)(=O)(O)O.O.C(#[N:19])C>>[NH2:19][C@@H:2]1[C:10]2[C:5](=[CH:6][CH:7]=[CH:8][CH:9]=2)[CH2:4][C@@H:3]1[OH:1]. Reported procedure: Into a 300 ml flask, 30 ml of acetonitrile was introduced. It was then cooled to -16° C. At this temperature, a solution in which 10.0 g (75.8 mmol) of cis-(+)-1,2-epoxyindan (VI: optical purity: 95.1% e.e.) had been dissolved in 10 ml of acetonitrile as well as 11.5 g (113.6 mmol) of 97% sulfuric acid were dropwise added thereto independently at the same time in a period of 2 hours 10 minutes. The cooling was stopped so that the reaction liquid gradually returned to room temperature. When 72 ml...